This data is from the Open Reaction Database (ORD), a public repository of structured organic reaction records. The task is: describe an organic reaction: reactants, conditions, products, and yield The reactants are CN(N=C(C)C(C)OC1=CC=C(C=C1)OC1=CC=C(C=C1)C(F)(F)F)C (3-[4-(4-trifluoromethylphenoxy)phenoxy]-2-butanone N,N-dimethylhydrazone), C(C)(C)[N-]C(C)C.[Li+] (lithium diisopropylamide), O.C(Cl)Cl (water methylene chloride), C(C)=O (ethanal). The solvent is C1CCOC1 (THF), C1CCOC1 (THF). Reaction conditions: time 1 hour. The product is CN(N=C(C(C)OC1=CC=C(C=C1)OC1=CC=C(C=C1)C(F)(F)F)CC(C)O)C (5-hydroxy-2-[4-(4-trifluoromethylphenoxy)phenoxy]-3-hexanone N,N-dimethylhydrazone). RXN SMILES: [CH3:1][N:2]([CH3:26])[N:3]=[C:4]([CH:6]([O:8][C:9]1[CH:14]=[CH:13][C:12]([O:15][C:16]2[CH:21]=[CH:20][C:19]([C:22]([F:25])([F:24])[F:23])=[CH:18][CH:17]=2)=[CH:11][CH:10]=1)[CH3:7])[CH3:5].C([N-]C(C)C)(C)C.[Li+].[CH:35](=[O:37])[CH3:36].O.C(Cl)Cl>C1COCC1>[CH3:26][N:2]([CH3:1])[N:3]=[C:4]([CH2:5][CH:35]([OH:37])[CH3:36])[CH:6]([O:8][C:9]1[CH:14]=[CH:13][C:12]([O:15][C:16]2[CH:21]=[CH:20][C:19]([C:22]([F:24])([F:23])[F:25])=[CH:18][CH:17]=2)=[CH:11][CH:10]=1)[CH3:7] |f:1.2,4.5|. Procedure: To a solution of 3-[4-(4-trifluoromethylphenoxy)phenoxy]-2-butanone N,N-dimethylhydrazone (5.4 mmol) in THF (15 ml) under nitrogen is added lithium diisopropylamide (6.6 mmol) in THF (15 ml) at 0° for 4 hours. The resulting solution is cooled to -78°, and to it is added ethanal (6.6 mmol). After 1 hour at -78°, the reaction mixture is allowed to warm to 0° and is poured into water/methylene chloride (3:1). The organic phase is separated (3X), and the combined organic extracts are dried over sodi... Starting materials: CC1=C(C(N(CO1)C(C(C=C)=O)(C)C)=O)C1=CC=CC=C1 (4-(2,3-dihydro-6-methyl-4-oxo-5-phenyl-4H-1,3-oxazin-3-yl)-4-methylpent-1-en-3-one), O(C1=CC=CC=C1)C=1C=C(N)C=CC1 (3-phenoxyaniline). The solvent is N1=CC=CC=C1 (pyridine). Reaction conditions: temperature 40 celsius, time 4 hour. The product is O(C1=CC=CC=C1)C=1C=C(C=CC1)NCCC(C(C)(C)N1COC(=C(C1=O)C1=CC=CC=C1)C)=O (5-(3-phenoxyphenyl)amino-2-(2,3-dihydro-6-methyl-4-oxo-5-phenyl-4H-1,3-oxazin-3-yl)-2-methylpentan-3-one). Yield: 90.5%. As a reaction SMILES: [CH3:1][C:2]1[O:7][CH2:6][N:5]([C:8]([CH3:14])([CH3:13])[C:9](=[O:12])[CH:10]=[CH2:11])[C:4](=[O:15])[C:3]=1[C:16]1[CH:21]=[CH:20][CH:19]=[CH:18][CH:17]=1.[O:22]([C:29]1[CH:30]=[C:31]([CH:33]=[CH:34][CH:35]=1)[NH2:32])[C:23]1[CH:28]=[CH:27][CH:26]=[CH:25][CH:24]=1>N1C=CC=CC=1>[O:22]([C:29]1[CH:30]=[C:31]([NH:32][CH2:11][CH2:10][C:9](=[O:12])[C:8]([N:5]2[C:4](=[O:15])[C:3]([C:16]3[CH:21]=[CH:20][CH:19]=[CH:18][CH:17]=3)=[C:2]([CH3:1])[O:7][CH2:6]2)([CH3:13])[CH3:14])[CH:33]=[CH:34][CH:35]=1)[C:23]1[CH:24]=[CH:25][CH:26]=[CH:27][CH:28]=1. Procedure details: A mixture of 4-(2,3-dihydro-6-methyl-4-oxo-5-phenyl-4H-1,3-oxazin-3-yl)-4-methylpent-1-en-3-one (50 mg), 3-phenoxyaniline (30 mg) and pyridine (0.2 ml) was heated at 40° C. for 1 hour then stirred overnight at 20° C. and at 40° C. for 4 hours. After evaporation the residue was purified by silica gel column chromatography eluting with isohexane/ethyl acetate to give 5-(3-phenoxyphenyl)amino-2-(2,3-dihydro-6-methyl-4-oxo-5-phenyl-4H-1,3-oxazin-3-yl)-2-methylpentan-3-one (Compound 1082, 69 mg), NMR... Starting materials: CC(C)(C)OC(=O)NCC12CNCC1CCO2, CC#N, CN1COc2c(F)c(F)cc3c(=O)c(C(=O)O)cn1c23, C1CN2CCN1CC2. Reaction SMILES: [C:21]([CH3:22])([CH3:23])([CH3:24])[O:25][C:26](=[O:27])[NH:28][CH2:29][C:30]12[O:31][CH2:32][CH2:33][CH:34]1[CH2:35][NH:36][CH2:37]2.[CH3:46][C:47]#[N:48].[F:1][c:2]1[c:3]([F:20])[c:4]2[c:5]3[n:6]([cH:11][c:12]([C:17](=[O:18])[OH:19])[c:13](=[O:16])[c:14]3[cH:15]1)[N:7]([CH3:10])[CH2:8][O:9]2.[N:38]12[CH2:39][CH2:40][N:41]([CH2:42][CH2:43]1)[CH2:44][CH2:45]2>>[F:1][c:2]1[c:3]([N:36]2[CH2:35][CH:34]3[C:30]([CH2:29][NH:28][C:26]([O:25][C:21]([CH3:22])([CH3:23])[CH3:24])=[O:27])([O:31][CH2:32][CH2:33]3)[CH2:37]2)[c:4]2[c:5]3[n:6]([cH:11][c:12]([C:17](=[O:18])[OH:19])[c:13](=[O:16])[c:14]3[cH:15]1)[N:7]([CH3:10])[CH2:8][O:9]2. Yields the product CN1COc2c(N3CC4CCOC4(CNC(=O)OC(C)(C)C)C3)c(F)cc3c(=O)c(C(=O)O)cn1c23. Reactants: FC(F)(F)[Si](C)(C)C ((trifluoromethyl)trimethylsilane), C(C)(C)N1N=CN=C1C=1SC=2CCOC3=C(C2N1)C=C(C=C3)C=O (2-(2-Isopropyl-2H-[1,2,4]triazol-3-yl)-4,5-dihydro-6-oxa-3-thia-1-aza-benzo[e]azulene-9-carbaldehyde), CCCC[N+](CCCC)(CCCC)CCCC.[F-] (TBAF). The solvent is C1CCOC1 (THF). The product is FC(C(O)C=1C=CC2=C(C=3N=C(SC3CCO2)C=2N(N=CN2)C(C)C)C1)(F)F (2,2,2-Trifluoro-1-[2-(2-isopropyl-2H-[1,2,4]triazol-3-yl)-4,5-dihydro-6-oxa-3-thia-1-aza-benzo[e]azulen-9-yl]-ethanol). The yield is 6.0%. Reaction SMILES: [CH:1]([N:4]1[C:8]([C:9]2[S:10][C:11]3[CH2:12][CH2:13][O:14][C:15]4[CH:22]=[CH:21][C:20]([CH:23]=[O:24])=[CH:19][C:16]=4[C:17]=3[N:18]=2)=[N:7][CH:6]=[N:5]1)([CH3:3])[CH3:2].[F:25][C:26]([Si](C)(C)C)([F:28])[F:27].CCCC[N+](CCCC)(CCCC)CCCC.[F-]>C1COCC1>[F:25][C:26]([F:28])([F:27])[CH:23]([C:20]1[CH:21]=[CH:22][C:15]2[O:14][CH2:13][CH2:12][C:11]3[S:10][C:9]([C:8]4[N:4]([CH:1]([CH3:3])[CH3:2])[N:5]=[CH:6][N:7]=4)=[N:18][C:17]=3[C:16]=2[CH:19]=1)[OH:24] |f:2.3|. Procedure details: 2-(2-Isopropyl-2H-[1,2,4]triazol-3-yl)-4,5-dihydro-6-oxa-3-thia-1-aza-benzo[e]azulene-9-carbaldehyde (0.354 g, 1.04 mmol) was dissolved in THF (7 mL) and treated with (trifluoromethyl)trimethylsilane (0.154 mL, 1.04 mmol) followed by TBAF (1M, 0.02 mL, 0.02 mmol). Stirred the resulting reaction mixture at ambient temperature for 2 h. Concentrated in vacuo and re-dissolved in DMF and purified by reverse phase HPLC to give 25.6 mg (6% yield) of 329. LC/MS (ESI+): m/z 411 (M+H). 1H NMR (400 MHz, DM... Starting materials: C(CCC=C)O (4-pentenol), C(CCC=C)O (4-pentenol), B(CC)(CC)CC (Et3B), C=CC1CO1 (butadiene monoepoxide), solution, C=CC1CO1 (butadiene monoepoxide). The reagents and catalysts are C1CCOC1 (THF), C=1C=CC(=CC1)/C=C/C(=O)/C=C/C2=CC=CC=C2.C=1C=CC(=CC1)/C=C/C(=O)/C=C/C2=CC=CC=C2.C=1C=CC(=CC1)/C=C/C(=O)/C=C/C2=CC=CC=C2.[Pd].[Pd] (Pd2dba3), C(Cl)(Cl)Cl (CHCl3), CN(C)C=1C=CN=CC1 (DMAP). The solvent is C(Cl)Cl (CH2Cl2). Conditions: time 4 hour. Yields the product CC(CC=C)O[C@@H](CO)C=C (2-(R)-2-Pent-4enyloxy-but-3-en-1-ol). Yield: 84.0%. Reaction SMILES: [CH2:1]([OH:6])[CH2:2][CH2:3][CH:4]=C.[CH2:7]=[CH:8][CH:9]1[O:11][CH2:10]1.B(CC)(CC)[CH2:13]C>CN(C1C=CN=CC=1)C.C1C=CC(/C=C/C(/C=C/C2C=CC=CC=2)=O)=CC=1.C1C=CC(/C=C/C(/C=C/C2C=CC=CC=2)=O)=CC=1.C1C=CC(/C=C/C(/C=C/C2C=CC=CC=2)=O)=CC=1.[Pd].[Pd].C(Cl)(Cl)Cl.C1COCC1.C(Cl)Cl>[CH3:13][CH:10]([O:11][C@H:2]([CH:3]=[CH2:4])[CH2:1][OH:6])[CH2:9][CH:8]=[CH2:7] |f:4.5.6.7.8|. Procedure details: Following the general procedure in Example 13A, 4-pentenol was added to butadiene monoepoxide, using the following quantities of reagents and solvents: Pd2dba3.CHCl3 (5.2 mg, 5.0 μmol), (S,S)-9 (11.8 mg, 15 μmol), DMAP (6.2 mg, 50 μmol), a 1.0 M solution of Et3B in THF (5.0 μL, 5.0 μmol), 4-pentenol (207 μL, 2.0 mmol), butadiene monoepoxide (81 μL, 1.0 mmol), CH2Cl2 (10 mL). The reaction time in this case was 4 h. Flash chromatography of the crude material (silica gel, 4:1 pentane-ether) afforde... Reactants: Cc1nccn1-c1ccc(Sc2cccc(C3(C=O)CCOCC3)c2)cc1, CO, Cl, NO, c1ccncc1. Yields the product Cc1nccn1-c1ccc(Sc2cccc(C3(C=NO)CCOCC3)c2)cc1. RXN SMILES: [CH3:1][c:2]1[n:3](-[c:7]2[cH:8][cH:9][c:10]([S:13][c:14]3[cH:15][c:16]([C:20]4([CH:26]=[O:27])[CH2:21][CH2:22][O:23][CH2:24][CH2:25]4)[cH:17][cH:18][cH:19]3)[cH:11][cH:12]2)[cH:4][cH:5][n:6]1.[CH3:31][OH:32].[ClH:28].[NH2:29][OH:30].[cH:33]1[cH:34][cH:35][n:36][cH:37][cH:38]1>>[CH3:1][c:2]1[n:3](-[c:7]2[cH:8][cH:9][c:10]([S:13][c:14]3[cH:15][c:16]([C:20]4([CH:26]=[N:29][OH:30])[CH2:21][CH2:22][O:23][CH2:24][CH2:25]4)[cH:17][cH:18][cH:19]3)[cH:11][cH:12]2)[cH:4][cH:5][n:6]1. Starting materials: C(C1=CC=CC=C1)OC1=CC=CC(=C1C(=O)C1=C(C=C(C(=O)OC(C)(C)C)C=C1OCC1=CC=CC=C1)OCC1=CC=CC=C1)C(=O)OCC1=CC=CC=C1 (1,1-dimethylethyl 4-(6-benzyloxy-2-(benzyloxycarbonyl)benzoyl)-3,5-dibenzyloxybenzoate), CCOCC (ether). Solvent: N1=CC=CC2=CC=CC=C12 (quinoline). Product: C(C1=CC=CC=C1)OC1=CC=CC(=C1C(=O)C1=C(C=C(C(=O)O)C=C1OCC1=CC=CC=C1)OCC1=CC=CC=C1)C(=O)OCC1=CC=CC=C1 (4-(6-Benzyloxy-2-(benzyloxycarbonyl)benzoyl)-3,5-dibenzyloxybenzoic Acid). Yield: 68.4%. Reaction SMILES: [CH2:1]([O:8][C:9]1[C:14]([C:15]([C:17]2[C:29]([O:30][CH2:31][C:32]3[CH:37]=[CH:36][CH:35]=[CH:34][CH:33]=3)=[CH:28][C:20]([C:21]([O:23]C(C)(C)C)=[O:22])=[CH:19][C:18]=2[O:38][CH2:39][C:40]2[CH:45]=[CH:44][CH:43]=[CH:42][CH:41]=2)=[O:16])=[C:13]([C:46]([O:48][CH2:49][C:50]2[CH:55]=[CH:54][CH:53]=[CH:52][CH:51]=2)=[O:47])[CH:12]=[CH:11][CH:10]=1)[C:2]1[CH:7]=[CH:6][CH:5]=[CH:4][CH:3]=1.CCOCC>N1C2C(=CC=CC=2)C=CC=1>[CH2:1]([O:8][C:9]1[C:14]([C:15]([C:17]2[C:29]([O:30][CH2:31][C:32]3[CH:37]=[CH:36][CH:35]=[CH:34][CH:33]=3)=[CH:28][C:20]([C:21]([OH:23])=[O:22])=[CH:19][C:18]=2[O:38][CH2:39][C:40]2[CH:41]=[CH:42][CH:43]=[CH:44][CH:45]=2)=[O:16])=[C:13]([C:46]([O:48][CH2:49][C:50]2[CH:55]=[CH:54][CH:53]=[CH:52][CH:51]=2)=[O:47])[CH:12]=[CH:11][CH:10]=1)[C:2]1[CH:7]=[CH:6][CH:5]=[CH:4][CH:3]=1. Reported procedure: A solution of 0.428 g (0.582 mmol) of 1,1-dimethylethyl 4-(6-benzyloxy-2-(benzyloxycarbonyl)benzoyl)-3,5-dibenzyloxybenzoate in 5 mL of distilled quinoline was heated at 200° C. under an atmosphere of nitrogen for 3 h. The mixture was then cooled, poured onto 75 mL of ether and washed three times with 2N HCl and once with brine. The organic extracts were dried over magnesium sulfate and evaporated to give 0.42 g of the crude product, which was recrystallized from isopropanol to give 0.270 g (68%... Reactants: Cl (hydrochloric acid), O=C(CCC1=CC=CC=C1)N[C@@H](CC1=CN=CN1COCC1=CC=CC=C1)C(=O)O (N-(1-oxo-3-phenylpropyl)-3-[(phenylmethoxy)-methyl]-L-histidine), O=C(CCC1=CC=CC=C1)N[C@@H](CC1=CN=CN1COCC1=CC=CC=C1)C(=O)OC (N-(1-oxo-3-phenylpropyl)-3-[(phenylmethoxy)methyl]-L-histidine, methyl ester), [OH-].[Na+] (sodium hydroxide), CO (methanol). The solvent is O (water). Run at time 6 hour. The product is O=C(CCC1=CC=CC=C1)N([C@@H](CC1=CN=CN1OCC1=CC=CC=C1)C(=O)O)C (N-(1-Oxo-3-phenylpropyl)-3-(phenylmethoxy)-methyl-L-histidine). RXN SMILES: [O:1]=[C:2]([NH:11][C@H:12]([C:28]([O:30]C)=[O:29])[CH2:13][C:14]1[N:18](COCC2C=CC=CC=2)[CH:17]=[N:16][CH:15]=1)[CH2:3][CH2:4][C:5]1[CH:10]=[CH:9][CH:8]=[CH:7][CH:6]=1.[OH-].[Na+].Cl.O=C(N[C@H](C(O)=O)CC1N(C[O:54][CH2:55][C:56]2[CH:61]=[CH:60][CH:59]=[CH:58][CH:57]=2)C=NC=1)CCC1C=CC=CC=1.[CH3:65]O>O>[O:1]=[C:2]([N:11]([CH3:65])[C@H:12]([C:28]([OH:30])=[O:29])[CH2:13][C:14]1[N:18]([O:54][CH2:55][C:56]2[CH:61]=[CH:60][CH:59]=[CH:58][CH:57]=2)[CH:17]=[N:16][CH:15]=1)[CH2:3][CH2:4][C:5]1[CH:6]=[CH:7][CH:8]=[CH:9][CH:10]=1 |f:1.2|. Procedure details: A mixture of N-(1-oxo-3-phenylpropyl)-3-[(phenylmethoxy)methyl]-L-histidine, methyl ester (17.2 g., 40.8 mmole) and aqueous sodium hydroxide solution (52 ml. of 1.0N solution, 52 mmole) in methanol (42 ml.) was stirred at 25° for 6 hours, after which it was diluted with water (500 ml.) and washed with ethyl acetate. The aqueous phase was neutralized by the addition of 1.0N hydrochloric acid (52 ml., 52 mmole, resulting pH of 5) and the mixture was extracted with ethyl acetate (5 times). Both the... Reactants: ClC1=NC2=CC=CC(=C2C(=N1)N1CCOCC1)C (2-chloro-5-methyl-4-morpholino-quinazoline), C1(CC1)C1=NOC(=N1)C[N+]#[C-] (3-cyclopropyl-5-isocyanomethyl-1,2,4-oxadiazole), CC(C)([O-])C.[K+] (potassium tert-butoxide). Solvent: CN(C=O)C (dimethylformamide). Conditions: temperature 0 celsius. Product: C1(CC1)C1=NOC(=N1)C=1N=CN2C1N=C(C1=C(C=CC=C21)C)N2CCOCC2 (3-(3-Cyclopropyl-1,2,4-oxadiazol-5-yl)-6-methyl-5-morpholino-imidazo[1,5-a]-quinazoline). Reaction SMILES: Cl[C:2]1[N:11]=[C:10]([N:12]2[CH2:17][CH2:16][O:15][CH2:14][CH2:13]2)[C:9]2[C:4](=[CH:5][CH:6]=[CH:7][C:8]=2[CH3:18])[N:3]=1.[CH:19]1([C:22]2[N:26]=[C:25]([CH2:27][N+:28]#[C-:29])[O:24][N:23]=2)[CH2:21][CH2:20]1.CC(C)([O-])C.[K+]>CN(C)C=O>[CH:19]1([C:22]2[N:26]=[C:25]([C:27]3[N:28]=[CH:29][N:3]4[C:4]5[C:9](=[C:8]([CH3:18])[CH:7]=[CH:6][CH:5]=5)[C:10]([N:12]5[CH2:17][CH2:16][O:15][CH2:14][CH2:13]5)=[N:11][C:2]=34)[O:24][N:23]=2)[CH2:21][CH2:20]1 |f:2.3|. Reported procedure: A mixture of 2-chloro-5-methyl-4-morpholino-quinazoline (1.68 g, 6.4 mmol) and 3-cyclopropyl-5-isocyanomethyl-1,2,4-oxadiazole (1.9 g) in 15 ml of dry dimethylformamide was cooled to 0° C. Solid potassium tert-butoxide (1.4 g, 12.5 mmol) was added gradually during 5 min. to the stirred mixture, the temperature being kept below 10° C. The mixture was stirred at ambient temperature for two hors, and then cooled to 0° C. The precipitated crystals were collected by filtration, rinsed on the filter w... Starting materials: [Cl-].O1C(=NC2=C1C=CC=C2)C[P+](C2=CC=CC=C2)(C2=CC=CC=C2)C2=CC=CC=C2 ([(benzoxazol-2-yl)methyl]triphenylphosphonium chloride), CC1=C(C(=C(C=C1)C)N)O (2,5-dimethyl-6-aminophenol), [H-].[Na+] (NaH), oil, NC1=C(C=CC=C1)O (2-aminophenol), C(C1=CC=CC=C1)OC1=C(C=O)C=C(C(=N1)COCC1=CC=CC=C1)CC (2-benzyloxy-5-ethyl-6-benzyloxymethylnicotinaldehyde), olefins. Solvent: C(C)(=O)O (acetic acid), O1CCCC1 (tetrahydrofuran), O1CCCC1 (tetrahydrofuran). Product: O1C(=NC2=C1C=CC=C2)C=CC=2C(=NC(=C(C2)CC)COCC2=CC=CC=C2)OCC2=CC=CC=C2 (3-[2-(benzoxazol-2-yl)ethenyl]-5-ethyl-6-benzyloxymethyl-2-benzyloxypyridine). Reaction SMILES: [Cl-].[O:2]1[C:6]2[CH:7]=[CH:8][CH:9]=[CH:10][C:5]=2[N:4]=[C:3]1[CH2:11][P+](C1C=CC=CC=1)(C1C=CC=CC=1)C1C=CC=CC=1.NC1C=CC=CC=1O.CC1C=CC(C)=C(N)C=1O.[H-].[Na+].[CH2:51]([O:58][C:59]1[N:66]=[C:65]([CH2:67][O:68][CH2:69][C:70]2[CH:75]=[CH:74][CH:73]=[CH:72][CH:71]=2)[C:64]([CH2:76][CH3:77])=[CH:63][C:60]=1[CH:61]=O)[C:52]1[CH:57]=[CH:56][CH:55]=[CH:54][CH:53]=1>O1CCCC1.C(O)(=O)C>[O:2]1[C:6]2[CH:7]=[CH:8][CH:9]=[CH:10][C:5]=2[N:4]=[C:3]1[CH:11]=[CH:61][C:60]1[C:59]([O:58][CH2:51][C:52]2[CH:53]=[CH:54][CH:55]=[CH:56][CH:57]=2)=[N:66][C:65]([CH2:67][O:68][CH2:69][C:70]2[CH:71]=[CH:72][CH:73]=[CH:74][CH:75]=2)=[C:64]([CH2:76][CH3:77])[CH:63]=1 |f:0.1,4.5|. Reported procedure: To a suspension of [(benzoxazol-2-yl)methyl]triphenylphosphonium chloride (1.77 g, 4.12 mmol) (prepared using substantially the same procedures described in Example 5, but substituting 2-aminophenol and the intermediate thereof for the 2,5-dimethyl-6-aminophenol and its corresponding intermediate used therein), in dry tetrahydrofuran (20 mL), under a nitrogen atmosphere, was added 60% NaH/mineral oil (0.42 g, 10 mmol). After 0.5 hour a solution of 2-benzyloxy-5-ethyl-6-benzyloxymethylnicotinalde...